From a dataset of the Open Reaction Database (ORD), a public repository of structured organic reaction records. describe an organic reaction: reactants, conditions, products, and yield Reactants: Cl, O=N[O-], CN1C(=O)C2CCCN2Cc2cc(N)ccc21, [Na+], O. Yields the product CN1C(=O)C2CCCN2Cc2cc(Cl)ccc21. As a reaction SMILES: [ClH:22].[N:1]([O-:2])=[O:3].[NH2:5][c:6]1[cH:7][cH:8][c:9]2[c:10]([cH:21]1)[CH2:11][N:12]1[CH:13]([C:14](=[O:17])[N:15]2[CH3:16])[CH2:18][CH2:19][CH2:20]1.[Na+:4].[OH2:23]>>[c:6]1([Cl:22])[cH:7][cH:8][c:9]2[c:10]([cH:21]1)[CH2:11][N:12]1[CH:13]([C:14](=[O:17])[N:15]2[CH3:16])[CH2:18][CH2:19][CH2:20]1.